This data is from the Open Reaction Database (ORD), a public repository of structured organic reaction records. The task is: describe an organic reaction: reactants, conditions, products, and yield Reactants: ClCCl, CCN(C(C)C)C(C)C, CS(=O)(=O)c1ccc(C(=NOC2CCCC2)C(=O)O)cc1Cl, CC(=O)Nc1cccc(Cn2ccc(N)n2)c1. Yields the product CC(=O)Nc1cccc(Cn2ccc(NC(=O)C(=NOC3CCCC3)c3ccc(S(C)(=O)=O)c(Cl)c3)n2)c1. RXN SMILES: [CH2:49]([Cl:50])[Cl:51].[CH:40]([N:41]([CH2:42][CH3:43])[CH:44]([CH3:45])[CH3:46])([CH3:47])[CH3:48].[Cl:1][c:2]1[cH:3][c:4]([C:12]([C:13](=[O:14])[OH:15])=[N:16][O:17][CH:18]2[CH2:19][CH2:20][CH2:21][CH2:22]2)[cH:5][cH:6][c:7]1[S:8](=[O:9])(=[O:10])[CH3:11].[NH2:23][c:24]1[n:25][n:26]([CH2:29][c:30]2[cH:31][c:32]([NH:36][C:37]([CH3:38])=[O:39])[cH:33][cH:34][cH:35]2)[cH:27][cH:28]1>>[Cl:1][c:2]1[cH:3][c:4]([C:12]([C:13](=[O:15])[NH:23][c:24]2[n:25][n:26]([CH2:29][c:30]3[cH:31][c:32]([NH:36][C:37]([CH3:38])=[O:39])[cH:33][cH:34][cH:35]3)[cH:27][cH:28]2)=[N:16][O:17][CH:18]2[CH2:19][CH2:20][CH2:21][CH2:22]2)[cH:5][cH:6][c:7]1[S:8](=[O:9])(=[O:10])[CH3:11]. The reactants are Cl.C1(=CC=CC=C1)N(N)C1=CC=CC=C1 (1,1-Diphenylhydrazine hydrochloride), ClC1=C(C=CC=C1)Br (2-chlorobromobenzene), CC(C)(C)[O-].[Na+] (NaOtBu), C(C)(C)NC(C)C (diisopropylamine). The reagents and catalysts are CC(=O)O.CC(=O)O.[Pd] (Pd(OAC)2), C=1C=CC(=CC1)P(C=2C=CC=CC2)C3=CC=C4C=CC=CC4=C3C5=C6C=CC=CC6=CC=C5P(C=7C=CC=CC7)C=8C=CC=CC8 (BINAP). Conditions: temperature 80 celsius. Yields the product C1(=CC=CC=C1)N(NC1=C(C=CC=C1)Cl)C1=CC=CC=C1 (N,N-Diphenyl-N′-(2-chlorophenyl)hydrazine). Yield: 74.0%. As a reaction SMILES: Cl.[C:2]1([N:8]([C:10]2[CH:15]=[CH:14][CH:13]=[CH:12][CH:11]=2)[NH2:9])[CH:7]=[CH:6][CH:5]=[CH:4][CH:3]=1.[Cl:16][C:17]1[CH:22]=[CH:21][CH:20]=[CH:19][C:18]=1Br.CC([O-])(C)C.[Na+].C(NC(C)C)(C)C>CC(O)=O.CC(O)=O.[Pd].C1C=CC(P(C2C(C3C(P(C4C=CC=CC=4)C4C=CC=CC=4)=CC=C4C=3C=CC=C4)=C3C(C=CC=C3)=CC=2)C2C=CC=CC=2)=CC=1>[C:2]1([N:8]([C:10]2[CH:15]=[CH:14][CH:13]=[CH:12][CH:11]=2)[NH:9][C:18]2[CH:19]=[CH:20][CH:21]=[CH:22][C:17]=2[Cl:16])[CH:3]=[CH:4][CH:5]=[CH:6][CH:7]=1 |f:0.1,3.4,6.7.8|. Reported procedure: 1,1-Diphenylhydrazine hydrochloride (1.2 equiv., 0.6 mmol, 135 mg), 2-chlorobromobenzene (1.0 equiv., 0.5 mmol, 0.06 mL), Pd(OAC)2 (0.05 equiv, 0.025 mmol, 6 mg), BINAP (0.05 equiv., 0.025 mmol, 16 mg), and NaOtBu (1.4 equiv., 0.7 mmol, 67 mg) and diisopropylamine (2 mL) were added to an oven dried test tube which was capped with a septum and purged briefly with argon (˜1 min.) and then heated to 80° C. for 5 hours. The reaction was then cooled to room temperature, diluted with Et2O (2 mL), filt... The product is ClC=1C=2C(C=3N=C(C(=NC3C1)O)O)=[N+](ON2)[O-] (4-chloro-7,8-dihydroxy-1,2,5-oxadiazolo(3,4-f)quinoxaline-1-oxide). As a reaction SMILES: [N:1]([C:4]1[C:5]([N+:17]([O-:19])=[O:18])=[C:6]2[C:11](=[CH:12][C:13]=1[Cl:14])[N:10]=[C:9]([OH:15])[C:8]([OH:16])=[N:7]2)=[N+]=[N-]>C1(C)C(C)=CC=CC=1>[Cl:14][C:13]1[C:4]2[C:5](=[N+:17]([O-:19])[O:18][N:1]=2)[C:6]2[N:7]=[C:8]([OH:16])[C:9]([OH:15])=[N:10][C:11]=2[CH:12]=1. The reactants are N(=[N+]=[N-])C=1C(=C2N=C(C(=NC2=CC1Cl)O)O)[N+](=O)[O-] (6-azido-7-chloro-2,3-dihydroxy-5-nitroquinoxaline). Reaction conditions: temperature 25 celsius. The solvent is C=1(C(=CC=CC1)C)C (xylene). Procedure details: A mixture of 1 g (3,5 mmol) 6-azido-7-chloro-2,3-dihydroxy-5-nitroquinoxaline and 15 ml xylene was refluxed for 3 h. After cooling to 25° C. the precipitate was filtered off and washed with toluene and ether to give 0,86 g (96%) 4-chloro-7,8-dihydroxy-1,2,5-oxadiazolo(3,4-f)quinoxaline-1-oxide, m.p.>300° C. NMR (DMSO-d6) 12.6 (1H, broad s), 12.0 (1H, broad s), 7.10 (1H,s). Isolated yield 96.5%.